This data is from the Open Reaction Database (ORD), a public repository of structured organic reaction records. The task is: describe an organic reaction: reactants, conditions, products, and yield Reactants: FC(CCOC1=C(C=CC(=C1)C#C)F)F (2-(3,3-difluoropropoxy)-4-ethynyl-1-fluorobenzene), TEA, IC1=CC=C(C=C1)OC(F)F (4-iodo(difluoromethoxy)benzene). Reagents/catalysts: Cl[Pd]([P](C1=CC=CC=C1)(C2=CC=CC=C2)C3=CC=CC=C3)([P](C4=CC=CC=C4)(C5=CC=CC=C5)C6=CC=CC=C6)Cl (PdCl2(PPh3)2), [Cu]I (CuI). Run in O (water). Run at temperature 37.5 celsius. The product is FC(OC1=CC=C(C=C1)C#CC1=CC(=C(C=C1)F)OCCC(F)F)F (4-((4-(Difluoromethoxy)phenyl)ethynyl)-2-(3,3-difluoropropoxy)-1-fluorobenzene). As a reaction SMILES: [F:1][CH:2]([F:15])[CH2:3][CH2:4][O:5][C:6]1[CH:11]=[C:10]([C:12]#[CH:13])[CH:9]=[CH:8][C:7]=1[F:14].I[C:17]1[CH:22]=[CH:21][C:20]([O:23][CH:24]([F:26])[F:25])=[CH:19][CH:18]=1>Cl[Pd](Cl)([P](C1C=CC=CC=1)(C1C=CC=CC=1)C1C=CC=CC=1)[P](C1C=CC=CC=1)(C1C=CC=CC=1)C1C=CC=CC=1.[Cu]I.O>[F:25][CH:24]([F:26])[O:23][C:20]1[CH:21]=[CH:22][C:17]([C:13]#[C:12][C:10]2[CH:9]=[CH:8][C:7]([F:14])=[C:6]([O:5][CH2:4][CH2:3][CH:2]([F:1])[F:15])[CH:11]=2)=[CH:18][CH:19]=1 |^1:29,48|. Procedure details: To a mixture of 2-(3,3-difluoropropoxy)-4-ethynyl-1-fluorobenzene (700 mg, 3.27 mmol) from the previous step, TEA (1.82 g, 2.5 mL, 17.99 mmol), PdCl2(PPh3)2 (114 mg, 0.163 mmol), and CuI (19 mg, 0.098 mmol) was added 4-iodo(difluoromethoxy)benzene (707 mg, 2.61 mmol). The reaction mixture was heated at 35-40° C. for 1 h under nitrogen. The reaction mixture was cooled to room temperature then poured into water. The aqueous mixture was extracted with EtOAc three times and the combined organic laye...